Dataset: the Open Reaction Database (ORD), a public repository of structured organic reaction records. Task: describe an organic reaction: reactants, conditions, products, and yield The reactants are [BH3-]C#N, C1COCCO1, CN, CO, Cl, [Na+], O=Cc1ccc(-c2cccnc2)o1. The product is CNCc1ccc(-c2cccnc2)o1. Reaction SMILES: [C:17](#[N:18])[BH3-:19].[CH2:23]1[O:24][CH2:25][CH2:26][O:27][CH2:28]1.[CH3:14][NH2:15].[CH3:21][OH:22].[ClH:16].[Na+:20].[n:1]1[cH:2][c:3](-[c:7]2[cH:8][cH:9][c:10]([CH:12]=[O:13])[o:11]2)[cH:4][cH:5][cH:6]1>>[n:1]1[cH:2][c:3](-[c:7]2[cH:8][cH:9][c:10]([CH2:12][NH:18][CH3:17])[o:11]2)[cH:4][cH:5][cH:6]1.